This data is from the Open Reaction Database (ORD), a public repository of structured organic reaction records. The task is: describe an organic reaction: reactants, conditions, products, and yield The reactants are [Li] (lithium), [H-] (hydride), CC1=C(C(N(C1)C(C(=O)OCC)(C)C)=O)C1=CC=CC=C1 (ethyl 2-(4-methyl-2-oxo-3-phenyl-3-pyrrolin-1-yl)isobutyrate). Solvent: O1CCCC1 (tetrahydrofuran), O1CCCC1 (tetrahydrofuran). Reaction conditions: temperature -30 celsius. The product is CC(CO)(C)N1C(C(=C(C1)C)C1=CC=CC=C1)=O (2-methyl-2-(4-methyl-2-oxo-3-phenyl-3-pyrrolin-1-yl)propanol). Yield: 83.4%. As a reaction SMILES: [CH3:1][C:2]1[CH2:6][N:5]([C:7]([CH3:14])([CH3:13])[C:8](OCC)=[O:9])[C:4](=[O:15])[C:3]=1[C:16]1[CH:21]=[CH:20][CH:19]=[CH:18][CH:17]=1.[Li].[H-]>O1CCCC1>[CH3:14][C:7]([N:5]1[CH2:6][C:2]([CH3:1])=[C:3]([C:16]2[CH:17]=[CH:18][CH:19]=[CH:20][CH:21]=2)[C:4]1=[O:15])([CH3:13])[CH2:8][OH:9] |^1:21|. Procedure details: 52.4 g (200 mmol) of ethyl 2-(4-methyl-2-oxo-3-phenyl-3-pyrrolin-1-yl)isobutyrate was dissolved in 300 ml of tetrahydrofuran, and the solution was cooled to -30° C. In a dropping funnel, 7.6 g (200 mmol) of lithium alminum hydride was suspended in 100 ml of tetrahydrofuran, and the suspension was dropwise added at -30° C. After completion of the dropwise addition, the cooling medium was removed, and a suitable amount of water was added, and excess of lithium aluminum hydride was quenched. Insolu... The reactants are ( iii ), OC1(CCC(CC1)NC(OC(C)(C)C)=O)CS (tert-butyl [4-hydroxy-4-(mercaptomethyl)cyclohexyl]carbamate), C1(C(C=CC2=CC=CC=C12)=O)=O (naphthalene-1,2-dione), ( ii ). Yields the product O=C1C(C2=CC=CC=C2C=2OC3(CSC21)CCC(CC3)NC(OC(C)(C)C)=O)=O (tert-butyl (5′,6′-dioxo-5′,6′-dihydrospiro[cyclohexane-1,2′-naphtho[1,2-b][1,4]oxathiin]-4-yl)carbamate). RXN SMILES: [OH:1][C:2]1([CH2:16][SH:17])[CH2:7][CH2:6][CH:5]([NH:8][C:9](=[O:15])[O:10][C:11]([CH3:14])([CH3:13])[CH3:12])[CH2:4][CH2:3]1.[C:18]1(=[O:29])[C:27]2[C:22](=[CH:23][CH:24]=[CH:25][CH:26]=2)[CH:21]=[CH:20][C:19]1=[O:28]>>[O:28]=[C:19]1[C:20]2[S:17][CH2:16][C:2]3([CH2:3][CH2:4][CH:5]([NH:8][C:9](=[O:15])[O:10][C:11]([CH3:12])([CH3:13])[CH3:14])[CH2:6][CH2:7]3)[O:1][C:21]=2[C:22]2[C:27](=[CH:26][CH:25]=[CH:24][CH:23]=2)[C:18]1=[O:29]. Reported procedure: The crude tert-butyl [4-hydroxy-4-(mercaptomethyl)cyclohexyl]carbamate was reacted with naphthalene-1,2-dione as outlined in procedure G [both step (i) (ii) and (iii)] to afford crude tert-butyl (5′,6′-dioxo-5′,6′-dihydrospiro[cyclohexane-1,2′-naphtho[1,2-b][1,4]oxathiin]-4-yl)carbamate. The crude product was purified by flash column chromatography (SiO2, 100% dichloromethane) to afford the product as a purple solid. M.p.=224-225° C.; 400 MHz 1H NMR (DMSO-d6) δ: 7.90 (dd, J=7.6 Hz, 0.8 Hz, 1H), ... Reactants: COc1cc(C(=O)NC2CCN(C)CC2)ccc1Nc1ncc2c(n1)N(C1CCCC1)CC(F)(F)C(=O)N2C, NCC(F)C(=O)[O-]. As a reaction SMILES: [CH:1]1([N:6]2[c:7]3[c:8]([cH:17][n:18][c:19]([NH:21][c:22]4[c:23]([O:38][CH3:39])[cH:24][c:25]([C:26](=[O:27])[NH:28][CH:29]5[CH2:30][CH2:31][N:32]([CH3:35])[CH2:33][CH2:34]5)[cH:36][cH:37]4)[n:20]3)[N:9]([CH3:16])[C:10](=[O:15])[C:11]([F:13])([F:14])[CH2:12]2)[CH2:2][CH2:3][CH2:4][CH2:5]1.[F:40][CH:41]([C:42]([O-:43])=[O:44])[CH2:45][NH2:46]>>[CH:1]1([N:6]2[c:7]3[c:8]([cH:17][n:18][c:19]([NH:21][c:22]4[c:23]([O:38][CH3:39])[cH:24][c:25]([C:26](=[O:27])[NH:28][CH:29]5[CH2:30][CH2:31][N:32]([CH3:35])[CH2:33][CH2:34]5)[cH:36][cH:37]4)[n:20]3)[N:9]([CH3:16])[C:10](=[O:15])[CH:11]([F:13])[CH2:12]2)[CH2:2][CH2:3][CH2:4][CH2:5]1. Yields the product COc1cc(C(=O)NC2CCN(C)CC2)ccc1Nc1ncc2c(n1)N(C1CCCC1)CC(F)C(=O)N2C. Starting materials: O=C1c2ccccc2C(=O)c2c1cc(CBr)c1c2CCC1, CC(=O)[O-], CN(C)C=O, ClCCl, [K+]. The product is CC(=O)OCc1cc2c(c3c1CCC3)C(=O)c1ccccc1C2=O. RXN SMILES: [Br:1][CH2:2][c:3]1[c:4]2[c:5]([c:6]3[c:15]([cH:16]1)[C:14](=[O:17])[c:13]1[c:8]([cH:9][cH:10][cH:11][cH:12]1)[C:7]3=[O:18])[CH2:19][CH2:20][CH2:21]2.[CH3:23][C:24]([O-:25])=[O:26].[CH3:27][N:28]([CH3:29])[CH:30]=[O:31].[Cl:32][CH2:33][Cl:34].[K+:22]>>[CH2:2]([c:3]1[c:4]2[c:5]([c:6]3[c:15]([cH:16]1)[C:14](=[O:17])[c:13]1[c:8]([cH:9][cH:10][cH:11][cH:12]1)[C:7]3=[O:18])[CH2:19][CH2:20][CH2:21]2)[O:26][C:24]([CH3:23])=[O:25]. Reactants: B(Cl)(Cl)Cl (boron trichloride), ClC1=CC(=C(C=C1)C(CC(=O)C=1C=CC(N(C1)C)=O)C1=CC(=C(C=C1)OC(C)C)F)C (5-[3-(4-Chloro-2-methyl-phenyl)-3-(3-fluoro-4-isopropoxy-phenyl)-propionyl]-1-methyl-1H-pyridin-2-one), O (water). The solvent is ClCCl (dichloromethane). Run at temperature -10 celsius, time 1 hour. Product: ClC1=CC(=C(C=C1)C(CC(=O)C=1C=CC(N(C1)C)=O)C1=CC(=C(C=C1)O)F)C (5-[3-(4-Chloro-2-methyl-phenyl)-3-(3-fluoro-4-hydroxy-phenyl)-propionyl]-1-methyl-1H-pyridin-2-one). As a reaction SMILES: [Cl:1][C:2]1[CH:7]=[CH:6][C:5]([CH:8]([C:20]2[CH:25]=[CH:24][C:23]([O:26]C(C)C)=[C:22]([F:30])[CH:21]=2)[CH2:9][C:10]([C:12]2[CH:13]=[CH:14][C:15](=[O:19])[N:16]([CH3:18])[CH:17]=2)=[O:11])=[C:4]([CH3:31])[CH:3]=1.B(Cl)(Cl)Cl.O>ClCCl>[Cl:1][C:2]1[CH:7]=[CH:6][C:5]([CH:8]([C:20]2[CH:25]=[CH:24][C:23]([OH:26])=[C:22]([F:30])[CH:21]=2)[CH2:9][C:10]([C:12]2[CH:13]=[CH:14][C:15](=[O:19])[N:16]([CH3:18])[CH:17]=2)=[O:11])=[C:4]([CH3:31])[CH:3]=1. Procedure details: A solution of 5-[3-(4-Chloro-2-methyl-phenyl)-3-(3-fluoro-4-isopropoxy-phenyl)-propionyl]-1-methyl-1H-pyridin-2-one (example 323, step 4, 1.969 g) in dichloromethane (32.5 mL) was cooled to −10° C. At this temperature boron trichloride solution (1 M in dichloromethane, 13.4 mL) was slowly added. The reaction mixture was stirred at −10° C. for 1 h. The crude reaction mixture was poured into water/sat. sodium hydrogencarbonate-solution, extracted 3× with ethyl acetate, the organic layers were wash... Reactants: C1(CC1)C1=C(C(=NO1)C1=C(C=CC=C1Cl)Cl)CO[C@@H]1CC[C@H](CC1)C1=CC=C(C=C1)OCC1=CC=C(C=C1)OC (Trans-5-cyclopropyl-3-(2,6-dichloro-phenyl)-4-{4-[4-(4-methoxy-benzyloxy)-phenyl]-cyclohexyloxymethyl}isoxazole), COC1=CC=CC=C1 (methoxybenzene), FC(C(=O)O)(F)F (trifluoroacetic acid). RXN SMILES: [CH:1]1([C:4]2[O:8][N:7]=[C:6]([C:9]3[C:14]([Cl:15])=[CH:13][CH:12]=[CH:11][C:10]=3[Cl:16])[C:5]=2[CH2:17][O:18][C@H:19]2[CH2:24][CH2:23][C@H:22]([C:25]3[CH:30]=[CH:29][C:28]([O:31]CC4C=CC(OC)=CC=4)=[CH:27][CH:26]=3)[CH2:21][CH2:20]2)[CH2:3][CH2:2]1.COC1C=CC=CC=1.FC(F)(F)C(O)=O>ClCCl>[CH:1]1([C:4]2[O:8][N:7]=[C:6]([C:9]3[C:10]([Cl:16])=[CH:11][CH:12]=[CH:13][C:14]=3[Cl:15])[C:5]=2[CH2:17][O:18][C@H:19]2[CH2:20][CH2:21][C@H:22]([C:25]3[CH:26]=[CH:27][C:28]([OH:31])=[CH:29][CH:30]=3)[CH2:23][CH2:24]2)[CH2:2][CH2:3]1. Isolated yield 89.2%. Conditions: time 2 hour. The solvent is ClCCl (dichloromethane). Yields the product C1(CC1)C1=C(C(=NO1)C1=C(C=CC=C1Cl)Cl)CO[C@@H]1CC[C@H](CC1)C1=CC=C(C=C1)O (Trans-4-{4-[5-Cyclopropyl-3-(2,6-dichloro-phenyl)-isoxazol-4-ylmethoxy]-cyclohexyl}-phenol). Procedure details: Trans-5-cyclopropyl-3-(2,6-dichloro-phenyl)-4-{4-[4-(4-methoxy-benzyloxy)-phenyl]-cyclohexyloxymethyl}isoxazole (1.33 mmol, 770.00 mg) in dichloromethane (17 mL) is treated at room temperature with methoxybenzene (13.3 mmol, 1.45 mL) and trifluoroacetic acid (8.5 mL). The solution is stirred for 2 h and concentrated under reduced pressure. The residue is co-evaporated with CCl4 (2×) and triturated with hexanes. The crude product is supported on silica gel and purified by flash chromatography (12... Starting materials: ClC1=C(C=CC(=C1)Cl)C=1N=C(C(=NC1CC)N[C@@H]1CN(C[C@@H]1OCC)C=1SC=CN1)CC (5-(2,4-dichlorophenyl)-N-[(3R,4S)-4-ethoxy-1-(1,3-thiazol-2-yl)pyrrolidin-3-yl]-3,6-diethylpyrazin-2-amine), BrC1=NC=CC=N1 (2-bromopyrimidine), ClC1=C(C=CC(=C1)OC)C=1N=C(C(=NC1CC)N[C@@H]1CNC[C@@H]1OCC)CC (5-(2-chloro-4-methoxyphenyl)-N-[(3R,4S)-4-ethoxypyrrolidin-3-yl]-3,6-diethylpyrazin-2-amine). Yields the product ClC1=C(C=CC(=C1)OC)C=1N=C(C(=NC1CC)N[C@@H]1CN(C[C@@H]1OCC)C1=NC=CC=N1)CC (5-(2-chloro-4-methoxyphenyl)-N-[(3R,4S)-4-ethoxy-1-pyrimidin-2-ylpyrrolidin-3-yl]-3,6-diethyl pyrazin-2-amine). RXN SMILES: ClC1C=C(Cl)C=CC=1C1N=C(CC)C(N[C@H]2[C@@H](OCC)CN(C3SC=CN=3)C2)=NC=1CC.Br[C:34]1[N:39]=[CH:38][CH:37]=[CH:36][N:35]=1.[Cl:40][C:41]1[CH:46]=[C:45]([O:47][CH3:48])[CH:44]=[CH:43][C:42]=1[C:49]1[N:50]=[C:51]([CH2:66][CH3:67])[C:52]([NH:57][C@H:58]2[C@@H:62]([O:63][CH2:64][CH3:65])[CH2:61][NH:60][CH2:59]2)=[N:53][C:54]=1[CH2:55][CH3:56]>>[Cl:40][C:41]1[CH:46]=[C:45]([O:47][CH3:48])[CH:44]=[CH:43][C:42]=1[C:49]1[N:50]=[C:51]([CH2:66][CH3:67])[C:52]([NH:57][C@H:58]2[C@@H:62]([O:63][CH2:64][CH3:65])[CH2:61][N:60]([C:34]3[N:39]=[CH:38][CH:37]=[CH:36][N:35]=3)[CH2:59]2)=[N:53][C:54]=1[CH2:55][CH3:56]. Procedure: Following the procedure for the preparation of 5-(2,4-dichlorophenyl)-N-[(3R,4S)-4-ethoxy-1-(1,3-thiazol-2-yl)pyrrolidin-3-yl]-3,6-diethylpyrazin-2-amine but substituting 2-bromopyrimidine and starting with 5-(2-chloro-4-methoxyphenyl)-N-[(3R,4S)-4-ethoxypyrrolidin-3-yl]-3,6-diethylpyrazin-2-amine provided the title compound as an amorphous solid. 1H NMR (CDCl3) δ 1.17, 1.26–1.34, 2.51, 2.76, 3.54, 3.78, 3.86, 3.97, 4.27, 4.91, 5.25, 6.61, 6.90, 7.02, 7.25, 8.40; IR (diffuse reflectance) 2971, 2... The reactants are C=O, ClCOCC(COCc1ccccc1)OCc1ccccc1, ClCCl, Clc1nc(OCc2ccccc2)c2[nH]cnc2n1, Cl, [H-], [Na+], CN(C)C=O. Product: Clc1nc(OCc2ccccc2)c2ncn(COCC(COCc3ccccc3)OCc3ccccc3)c2n1. RXN SMILES: [CH2:21]=[O:22].[CH2:24]([c:25]1[cH:26][cH:27][cH:28][cH:29][cH:30]1)[O:31][CH:32]([CH2:33][O:34][CH2:35][Cl:36])[CH2:37][O:38][CH2:39][c:40]1[cH:41][cH:42][cH:43][cH:44][cH:45]1.[CH2:51]([Cl:52])[Cl:53].[Cl:1][c:2]1[n:3][c:4]([O:11][CH2:12][c:13]2[cH:14][cH:15][cH:16][cH:17][cH:18]2)[c:5]2[nH:6][cH:7][n:8][c:9]2[n:10]1.[ClH:23].[H-:20].[Na+:19].[O:46]=[CH:47][N:48]([CH3:49])[CH3:50]>>[Cl:1][c:2]1[n:3][c:4]([O:11][CH2:12][c:13]2[cH:14][cH:15][cH:16][cH:17][cH:18]2)[c:5]2[n:6][cH:7][n:8]([CH2:35][O:34][CH2:33][CH:32]([O:31][CH2:24][c:25]3[cH:26][cH:27][cH:28][cH:29][cH:30]3)[CH2:37][O:38][CH2:39][c:40]3[cH:41][cH:42][cH:43][cH:44][cH:45]3)[c:9]2[n:10]1.